From a dataset of the Open Reaction Database (ORD), a public repository of structured organic reaction records. describe an organic reaction: reactants, conditions, products, and yield Starting materials: solution, Cl (HCl), CCO (EtOH), [BH3-]C#N.[Na+] (NaBH3CN), CCO (EtOH), CC1=C(C=C(C(=C1Br)O)Br)C2(C=3C=CC=CC3S(=O)(=O)O2)C=4C=C(C(=C(C4C)Br)O)Br (bromocresol green), C1=CC(=C2C=CC=C3C4=CC=CC=C4C1=C23)C=O (3-fluoranthenecarbaldehyde), C1(=CC=C(C=C1)S(=O)(=O)O)C (p-toluenesulfonic acid), Cl (HCl), CCO (EtOH), [BH3-]C#N.[Na+] (NaBH3CN), Cl (HCl). Run in C1(=CC=CC=C1)C (PhCH3), O (H2O), O (H2O), O (H2O). Reaction conditions: time 8 hour. Yields the product Cl.C1=CC(=C2C=CC=C3C4=CC=CC=C4C1=C23)CNC(CO)(CO)C (2-((3-fluoranthenylmethyl)amino)-2-methyl-1,3-propanediol hydrochloride). Yield: 66.0%. Reaction SMILES: [CH:1]1[C:15]2=[C:16]3[C:8]([C:9]4[C:14]2=[CH:13][CH:12]=[CH:11][CH:10]=4)=[CH:7][CH:6]=[CH:5][C:4]3=C(C=O)C=1.[C:19]1([CH3:29])C=CC(S(O)(=O)=O)=CC=1.[BH3-][C:31]#[N:32].[Na+].CC1C(Br)=C(O)C(Br)=CC=1[C:44]1([C:55]2[CH:56]=C(Br)C(O)=C(Br)[C:60]=2C)[O:54]S(=O)(=O)C2C=CC=CC1=2.[ClH:65].CC[OH:68]>O.C1(C)C=CC=CC=1>[ClH:65].[CH:7]1[C:8]2=[C:16]3[C:15]([C:14]4[C:9]2=[CH:10][CH:11]=[CH:12][CH:13]=4)=[CH:1][CH:29]=[CH:19][C:4]3=[C:5]([CH2:31][NH:32][C:55]([CH3:60])([CH2:44][OH:54])[CH2:56][OH:68])[CH:6]=1 |f:2.3,9.10|. Procedure details: To a 2 L Erlenmeyer flask was added 3-fluoranthenecarbaldehyde (11.51 g, 50 mmol) 2-methyl-2-amino-1,3-propanediol (Aldrich, 5.52 g, 52.5 mmol), p-toluenesulfonic acid.H2O (Eastman Kodak Co., Rochester, NY, 14650, 0.1 g, 0.5 mmol), and PhCH3 (500 mL). The mixture was warmed to reflux for a few minutes and H2O (2-3 mL) was driven off. The resulting golden colored solution was allowed to cool to RT, diluted with absolute EtOH (500 mL) and stirred overnight. NaBH3CN (Aldrich, 95%, 1.57 g, 25 mmol) ... Reactants: CO, COC(=O)C1=C(C)c2cccc(C)c2CCC1, [Na+], [OH-]. Product: CC1=C(C(=O)O)CCCc2c(C)cccc21. Reaction SMILES: [CH3:20][OH:21].[CH3:3][c:4]1[cH:5][cH:6][cH:7][c:8]2[c:14]1[CH2:13][CH2:12][CH2:11][C:10]([C:15](=[O:16])[O:17][CH3:18])=[C:9]2[CH3:19].[Na+:2].[OH-:1]>>[CH3:3][c:4]1[cH:5][cH:6][cH:7][c:8]2[c:14]1[CH2:13][CH2:12][CH2:11][C:10]([C:15](=[O:16])[OH:17])=[C:9]2[CH3:19]. As a reaction SMILES: [CH2:27]1[O:28][CH2:29][CH2:30][CH2:31]1.[CH2:4]([CH3:5])[O:6][C:7](=[O:8])[c:9]1[s:10][c:11]([S:23]([CH3:24])(=[O:25])=[O:26])[c:12]([C:21]#[N:22])[c:13]1-[c:14]1[cH:15][cH:16][c:17]([I:20])[cH:18][cH:19]1.[CH3:1][NH:2][CH3:3]>>[CH3:1][N:2]([CH3:3])[c:11]1[s:10][c:9]([C:7]([O:6][CH2:4][CH3:5])=[O:8])[c:13](-[c:14]2[cH:15][cH:16][c:17]([I:20])[cH:18][cH:19]2)[c:12]1[C:21]#[N:22]. Reactants: C1CCOC1, CCOC(=O)c1sc(S(C)(=O)=O)c(C#N)c1-c1ccc(I)cc1, CNC. Yields the product CCOC(=O)c1sc(N(C)C)c(C#N)c1-c1ccc(I)cc1. The reactants are FC=1C=C(C=O)C=CC1N1C=NC(=C1)C (3-Fluoro-4-(4-methyl-1H-imidazol-1-yl)benzaldehyde), ClCCCC(C(=O)OC(C)(C)C)P(=O)(OCC)OCC (tert-butyl 5-chloro-2-(diethoxyphosphoryl)valerate), O.C([O-])(O)=O.[Na+] (sodium bicarbonate water), O.[OH-].[Li+] (Lithium hydroxide monohydrate). Run in C1CCOC1 (THF), C(C)O (ethanol). Run at time 18 hour. Yields the product ClCCC\C(\C(=O)OC(C)(C)C)=C/C1=CC(=C(C=C1)N1C=NC(=C1)C)F (tert-butyl(E)-5-chloro-2-{1-[3-fluoro-4-(4-methyl-1H-imidazol-1-yl)phenyl]methylidene}valerate). Isolated yield 46.2%. Reaction SMILES: [F:1][C:2]1[CH:3]=[C:4]([CH:7]=[CH:8][C:9]=1[N:10]1[CH:14]=[C:13]([CH3:15])[N:12]=[CH:11]1)[CH:5]=O.[Cl:16][CH2:17][CH2:18][CH2:19][CH:20](P(OCC)(OCC)=O)[C:21]([O:23][C:24]([CH3:27])([CH3:26])[CH3:25])=[O:22].O.[OH-].[Li+].O.C(=O)(O)[O-].[Na+]>C1COCC1.C(O)C>[Cl:16][CH2:17][CH2:18][CH2:19]/[C:20](=[CH:5]\[C:4]1[CH:7]=[CH:8][C:9]([N:10]2[CH:14]=[C:13]([CH3:15])[N:12]=[CH:11]2)=[C:2]([F:1])[CH:3]=1)/[C:21]([O:23][C:24]([CH3:27])([CH3:26])[CH3:25])=[O:22] |f:2.3.4,5.6.7|. Procedure: 3-Fluoro-4-(4-methyl-1H-imidazol-1-yl)benzaldehyde (2.29 g) and tert-butyl 5-chloro-2-(diethoxyphosphoryl)valerate (3.68 g) were dissolved in a mixed solvent of THF (30 mL) and ethanol (10 mL). Lithium hydroxide monohydrate (1.41 g) was added to the reaction solution at room temperature, and the reaction solution was stirred at room temperature for 18 hours. Saturated sodium bicarbonate water was added to the reaction solution, followed by extraction with ethyl acetate. The resulting extract was... The reactants are ClCC1=NC(=CC=C1)SC1CCCC1 (2-Chloromethyl-6-cyclopentylsulfanyl-pyridine), C(C)OC(=O)C1C(C1)CC1=CC(=C(C(=C1)F)O)F (2-(3,5-difluoro-4-hydroxy-benzyl]-cyclopropane carboxylic acid ethyl ester). The product is C1(CCCC1)SC1=CC=CC(=N1)COC1=C(C=C(CC2C(C2)C(=O)O)C=C1F)F (2-[4-(6-cyclopentylsulfanyl-pyridin-2-ylmethoxy)-3,5-difluoro-benzyl]-cyclopropane carboxylic acid). Yield: 88.2%. As a reaction SMILES: Cl[CH2:2][C:3]1[CH:8]=[CH:7][CH:6]=[C:5]([S:9][CH:10]2[CH2:14][CH2:13][CH2:12][CH2:11]2)[N:4]=1.C([O:17][C:18]([CH:20]1[CH2:22][CH:21]1[CH2:23][C:24]1[CH:29]=[C:28]([F:30])[C:27]([OH:31])=[C:26]([F:32])[CH:25]=1)=[O:19])C>>[CH:10]1([S:9][C:5]2[N:4]=[C:3]([CH2:2][O:31][C:27]3[C:26]([F:32])=[CH:25][C:24]([CH2:23][CH:21]4[CH2:22][CH:20]4[C:18]([OH:19])=[O:17])=[CH:29][C:28]=3[F:30])[CH:8]=[CH:7][CH:6]=2)[CH2:14][CH2:13][CH2:12][CH2:11]1. Procedure: 2-Chloromethyl-6-cyclopentylsulfanyl-pyridine (0.023 g, 0.10 mmol) obtained in Step C of Preparation Example 27 and 2-(3,5-difluoro-4-hydroxy-benzyl]-cyclopropane carboxylic acid ethyl ester (0.026 g, 0.10 mmol) obtained in Step D of Preparation Example 49 were used to react sequentially in the same manner as in Steps A and B of Example 1 to obtain the title compound (0.037 g, 88%). Starting materials: O1C(OCCC1)C1=CC(=CC=2C=COC21)N2N=NN=C2C(F)(F)F (7-([1,3]-Dioxan-2-yl)-5-(5-trifluoromethyl-tetrazol-1-yl)-benzofuran), Cl (hydrochloric acid). The solvent is O1CCCC1 (tetrahydrofuran). Reaction conditions: time 3 hour. Product: FC(C1=NN=NN1C=1C=C(C2=C(C=CO2)C1)C=O)(F)F (5-(5-Trifluoromethyl-tetrazol-1-yl)-benzofuran-7-carbaldehyde). The yield is 75.4%. Reaction SMILES: [O:1]1CCCO[CH:2]1[C:7]1[C:15]2[O:14][CH:13]=[CH:12][C:11]=2[CH:10]=[C:9]([N:16]2[C:20]([C:21]([F:24])([F:23])[F:22])=[N:19][N:18]=[N:17]2)[CH:8]=1.Cl>O1CCCC1>[F:24][C:21]([F:22])([F:23])[C:20]1[N:16]([C:9]2[CH:8]=[C:7]([CH:2]=[O:1])[C:15]3[O:14][CH:13]=[CH:12][C:11]=3[CH:10]=2)[N:17]=[N:18][N:19]=1. Procedure: 7-([1,3]-Dioxan-2-yl)-5-(5-trifluoromethyl-tetrazol-1-yl)-benzofuran (160 mg) was dissolved in tetrahydrofuran (30 ml) and dilute hydrochloric acid (20 ml; 2M). The reaction mixture was heated to reflux and stirred for a total of 3 h, cooled and concentrated in vacuo. The residue was taken up in chloroform (40 ml), and the organic phase washed with 8% sodium bicarbonate solution (3×20 ml), dried and concentrated in vacuo. The crude material was purified by FCC eluted with dichloromethane-hexane ... Yields the product CN1CCCC1c1ccc(C=Nc2cccc3c2COC3=O)cc1. Starting materials: CN1CCCC1c1ccc(C=O)cc1, CC#N, [Mg+2], Nc1cccc2c1COC2=O, O=S(=O)([O-])[O-]. Reaction SMILES: [CH3:1][N:2]1[CH:3]([c:7]2[cH:8][cH:9][c:10]([CH:11]=[O:12])[cH:13][cH:14]2)[CH2:4][CH2:5][CH2:6]1.[CH3:32][C:33]#[N:34].[Mg+2:26].[NH2:15][c:16]1[c:17]2[c:21]([cH:22][cH:23][cH:24]1)[C:20](=[O:25])[O:19][CH2:18]2.[O-:27][S:28]([O-:29])(=[O:30])=[O:31]>>[CH3:1][N:2]1[CH:3]([c:7]2[cH:8][cH:9][c:10]([CH:11]=[N:15][c:16]3[c:17]4[c:21]([cH:22][cH:23][cH:24]3)[C:20](=[O:25])[O:19][CH2:18]4)[cH:13][cH:14]2)[CH2:4][CH2:5][CH2:6]1. Yields the product O=[N+]([O-])c1cc[n+]([O-])c(-n2ccnc2)c1. RXN SMILES: [C:22](=[O:23])([O-:24])[O-:25].[K+:26].[K+:27].[OH2:28].[OH:18][N+:19]([O-:20])=[O:21].[S:13](=[O:14])(=[O:15])([OH:16])[OH:17].[n:1]1(-[c:6]2[n+:7]([O-:12])[cH:8][cH:9][cH:10][cH:11]2)[cH:2][n:3][cH:4][cH:5]1>>[n:1]1(-[c:6]2[n+:7]([O-:12])[cH:8][cH:9][c:10]([N+:19](=[O:18])[O-:20])[cH:11]2)[cH:2][n:3][cH:4][cH:5]1. Starting materials: O=C([O-])[O-], [K+], [K+], O, O=[N+]([O-])O, O=S(=O)(O)O, [O-][n+]1ccccc1-n1ccnc1. Reactants: C=CC1=CC=CC=C1 (styrene), C(C)O[SiH](OCC)OCC (triethoxysilane), C=CC1=CC=CC=C1 (styrene), Teflon. The reagents and catalysts are [H+].[H+].Cl[Pt-2](Cl)(Cl)(Cl)(Cl)Cl (chloroplatinic acid). The solvent is C(C)(C)O (isopropyl alcohol). Run at temperature 50 celsius. Product: C(CC1=CC=CC=C1)[Si](OCC)(OCC)OCC (phenethyltriethoxysilane). Isolated yield 1.5%. Reaction SMILES: [CH2:1]=[CH:2][C:3]1[CH:8]=[CH:7][CH:6]=[CH:5][CH:4]=1.[CH2:9]([O:11][SiH:12]([O:16][CH2:17][CH3:18])[O:13][CH2:14][CH3:15])[CH3:10]>[H+].[H+].Cl[Pt-2](Cl)(Cl)(Cl)(Cl)Cl.C(O)(C)C>[CH2:1]([Si:12]([O:16][CH2:17][CH3:18])([O:13][CH2:14][CH3:15])[O:11][CH2:9][CH3:10])[CH2:2][C:3]1[CH:8]=[CH:7][CH:6]=[CH:5][CH:4]=1 |f:2.3.4|. Reported procedure: 130 mg Of styrene and 217 mg of triethoxysilane were placed in a glass reaction tube and 0.01 ml of an isopropyl alcohol solution of chloroplatinic acid (platinum content: 0.02 Wt. %) was added to this mixture. The reaction tube was sealed with Teflon tape and heated for 30 minutes in an oil bath at 50° C. When the tube contents were analyzed by GC-MS following cooling, the conversion rate of styrene was 3% and phenethyltriethoxysilane was produced at a yield of 1.5%. The yield of (α-methylbenzy... Starting materials: Cc1cc(C#N)ccc1S(=O)(=O)N1CCN(C(=O)OC(C)(C)C)C(C)C1, CO, ClCCl, O=C(O)C(F)(F)F. Yields the product Cc1cc(C#N)ccc1S(=O)(=O)N1CCNC(C)C1. Reaction SMILES: [C:1](#[N:2])[c:3]1[cH:4][c:5]([CH3:26])[c:6]([S:9](=[O:10])(=[O:11])[N:12]2[CH2:13][CH:14]([CH3:25])[N:15]([C:18]([O:19][C:20]([CH3:21])([CH3:22])[CH3:23])=[O:24])[CH2:16][CH2:17]2)[cH:7][cH:8]1.[CH3:37][OH:38].[Cl:34][CH2:35][Cl:36].[F:27][C:28]([F:29])([F:30])[C:31]([OH:32])=[O:33]>>[C:1](#[N:2])[c:3]1[cH:4][c:5]([CH3:26])[c:6]([S:9](=[O:10])(=[O:11])[N:12]2[CH2:13][CH:14]([CH3:25])[NH:15][CH2:16][CH2:17]2)[cH:7][cH:8]1.